From a dataset of the Open Reaction Database (ORD), a public repository of structured organic reaction records. describe an organic reaction: reactants, conditions, products, and yield The reactants are CC#N, CO, CC1(C)CCN(S(=O)(=O)c2cc(-c3cnc(C(F)(F)F)cc3C#N)c(Cl)cc2OCCCCO)c2ccccc21, ClCCl, O. The product is CC1(C)CCN(S(=O)(=O)c2cc(-c3cnc(C(F)(F)F)cc3C#N)c(Cl)cc2OCCCC(=O)O)c2ccccc21. RXN SMILES: [CH3:41][C:42]#[N:43].[CH3:45][OH:46].[Cl:1][c:2]1[c:3](-[c:29]2[cH:30][n:31][c:32]([C:37]([F:38])([F:39])[F:40])[cH:33][c:34]2[C:35]#[N:36])[cH:4][c:5]([S:14](=[O:15])(=[O:16])[N:17]2[CH2:18][CH2:19][C:20]([CH3:27])([CH3:28])[c:21]3[cH:22][cH:23][cH:24][cH:25][c:26]32)[c:6]([O:8][CH2:9][CH2:10][CH2:11][CH2:12][OH:13])[cH:7]1.[Cl:47][CH2:48][Cl:49].[OH2:44]>>[Cl:1][c:2]1[c:3](-[c:29]2[cH:30][n:31][c:32]([C:37]([F:38])([F:39])[F:40])[cH:33][c:34]2[C:35]#[N:36])[cH:4][c:5]([S:14](=[O:15])(=[O:16])[N:17]2[CH2:18][CH2:19][C:20]([CH3:27])([CH3:28])[c:21]3[cH:22][cH:23][cH:24][cH:25][c:26]32)[c:6]([O:8][CH2:9][CH2:10][CH2:11][C:12](=[O:13])[OH:44])[cH:7]1.